Dataset: the Open Reaction Database (ORD), a public repository of structured organic reaction records. Task: describe an organic reaction: reactants, conditions, products, and yield Reaction SMILES: [Br:3][c:4]1[s:5][c:6]([CH:9]=[O:10])[cH:7][n:8]1.[CH3:11][Al:12]([CH3:13])[CH3:14].[CH3:21][c:22]1[cH:23][cH:24][cH:25][cH:26][cH:27]1.[Cl-:15].[Cl:18][CH2:19][Cl:20].[ClH:17].[N:1]#[N:2].[NH4+:16]>>[Br:3][c:4]1[s:5][c:6]([CH:9]([OH:10])[CH3:11])[cH:7][n:8]1. Starting materials: O=Cc1cnc(Br)s1, C[Al](C)C, Cc1ccccc1, [Cl-], ClCCl, Cl, N#N, [NH4+]. Product: CC(O)c1cnc(Br)s1. The reactants are COc1ccc(-n2cnnn2)cc1C(=O)N1CCC(CCN2CCC(Nc3nc4ccccc4n3CCOC(C)C)CC2)(c2ccccc2)C1, CCOCC, ClCCl, Cl, C1COCCO1. The product is COc1ccc(-n2cnnn2)cc1C(=O)N1CCC(CCN2CCC(Nc3nc4ccccc4n3CCOC(C)C)CC2)(c2ccccc2)C1, Cl. RXN SMILES: [CH3:1][O:2][c:3]1[c:4]([C:5](=[O:6])[N:7]2[CH2:8][C:9]([c:12]3[cH:13][cH:14][cH:15][cH:16][cH:17]3)([CH2:18][CH2:19][N:20]3[CH2:21][CH2:22][CH:23]([NH:26][c:27]4[n:28][c:29]5[c:30]([n:31]4[CH2:32][CH2:33][O:34][CH:35]([CH3:36])[CH3:37])[cH:38][cH:39][cH:40][cH:41]5)[CH2:24][CH2:25]3)[CH2:10][CH2:11]2)[cH:42][c:43](-[n:46]2[n:47][n:48][n:49][cH:50]2)[cH:44][cH:45]1.[CH3:61][CH2:62][O:63][CH2:64][CH3:65].[Cl:51][CH2:52][Cl:53].[ClH:54].[O:55]1[CH2:56][CH2:57][O:58][CH2:59][CH2:60]1>>[CH3:1][O:2][c:3]1[c:4]([C:5](=[O:6])[N:7]2[CH2:8][C:9]([c:12]3[cH:13][cH:14][cH:15][cH:16][cH:17]3)([CH2:18][CH2:19][N:20]3[CH2:21][CH2:22][CH:23]([NH:26][c:27]4[n:28][c:29]5[c:30]([n:31]4[CH2:32][CH2:33][O:34][CH:35]([CH3:36])[CH3:37])[cH:38][cH:39][cH:40][cH:41]5)[CH2:24][CH2:25]3)[CH2:10][CH2:11]2)[cH:42][c:43](-[n:46]2[n:47][n:48][n:49][cH:50]2)[cH:44][cH:45]1.[ClH:51]. Starting materials: ClC1=C(C(=CC(=C1)[N+](=O)[O-])Cl)N=C=S (2,6-Dichloro-4-nitrophenyl isothiocyanate), CC(CC)N (2-butylamine), ClCC(=O)O (chloroacetic acid). Yields the product ClC1=C(C(=CC(=C1)[N+](=O)[O-])Cl)N=C1SCC(N1C(C)CC)=O (2-(2,6-dichloro-4-nitrophenylimino)-3-(2-butyl)-1,3-thiazolidin-4-one). As a reaction SMILES: [Cl:1][C:2]1[CH:7]=[C:6]([N+:8]([O-:10])=[O:9])[CH:5]=[C:4]([Cl:11])[C:3]=1[N:12]=[C:13]=[S:14].[CH3:15][CH:16]([NH2:19])[CH2:17][CH3:18].Cl[CH2:21][C:22](O)=[O:23]>>[Cl:1][C:2]1[CH:7]=[C:6]([N+:8]([O-:10])=[O:9])[CH:5]=[C:4]([Cl:11])[C:3]=1[N:12]=[C:13]1[N:19]([CH:16]([CH2:17][CH3:18])[CH3:15])[C:22](=[O:23])[CH2:21][S:14]1. Procedure: 2,6-Dichloro-4-nitrophenyl isothiocyanate was reacted with 2-butylamine followed by chloroacetic acid according to Method C8a to afford 2-(2,6-dichloro-4-nitrophenylimino)-3-(2-butyl)-1,3-thiazolidin-4-one. Starting materials: COC1=CC=C(C(=N1)C)N (6-methoxy-2-methylpyridin-3-amine), C(=S)(Cl)Cl (thiophosgene). Solvent: O1CCCC1 (tetrahydrofuran), C(O)([O-])=O.[Na+] (sodium hydrogen carbonate). Reaction conditions: time 1 hour. Product: N(=C=S)C=1C(=NC(=CC1)OC)C (3-Isothiocyanato-6-methoxy-2-methylpyridine). Isolated yield 41.0%. Reaction SMILES: [CH3:1][O:2][C:3]1[N:8]=[C:7]([CH3:9])[C:6]([NH2:10])=[CH:5][CH:4]=1.[C:11](Cl)(Cl)=[S:12]>O1CCCC1.C(=O)([O-])O.[Na+]>[N:10]([C:6]1[C:7]([CH3:9])=[N:8][C:3]([O:2][CH3:1])=[CH:4][CH:5]=1)=[C:11]=[S:12] |f:3.4|. Procedure details: A mixture of 6-methoxy-2-methylpyridin-3-amine (10.0 g, 0.0724 mol) in tetrahydrofuran (50 mL) and aqueous saturated sodium hydrogen carbonate (50 mL) was added thiophosgene (6.62 mL, 0.0868 mol) at 0° C. The reaction mixture was stirred at room temperature for 1 hr. The mixture was extracted with ethyl acetate (×3). The combined organic layer was washed with brine (×1), dried over anhydrous magnesium sulfate, filtered and concentrated in vacuo. To the residue was added n-hexane and the precipit... Starting materials: [BH4-].[Na+] (Sodium borohydride), C(#N)C(C(=O)O)=CC1=C(C=CC=C1Cl)Cl (2-cyano-3-(2,6-dichlorophenyl)acrylic acid). Solvent: CO (MeOH), C([O-])(O)=O.[Na+] (sodium bicarbonate). Conditions: temperature 0 celsius, time 30 minute. Product: C(#N)C(C(=O)O)CC1=C(C=CC=C1Cl)Cl (2-cyano-3-(2,6-dichlorophenyl)propanoic acid). Isolated yield 100.6%. As a reaction SMILES: [BH4-].[Na+].[C:3]([C:5](=[CH:9][C:10]1[C:15]([Cl:16])=[CH:14][CH:13]=[CH:12][C:11]=1[Cl:17])[C:6]([OH:8])=[O:7])#[N:4]>CO.C(=O)(O)[O-].[Na+]>[C:3]([CH:5]([CH2:9][C:10]1[C:11]([Cl:17])=[CH:12][CH:13]=[CH:14][C:15]=1[Cl:16])[C:6]([OH:8])=[O:7])#[N:4] |f:0.1,4.5|. Procedure: Sodium borohydride (1121 mmol, 42.4 g) was added, in portions over a period of 45 minutes, to a stirred suspension of 2-cyano-3-(2,6-dichlorophenyl)acrylic acid (448 mmol, 108.5 g) in MeOH (1 L) and aqueous saturated sodium bicarbonate (500 mL) at 0° C. After stirring at 0° C. for 30 minutes the cooling bath was removed and the reaction was allowed to warm to room temperature. Stirring was continued at room temperature for 3 hours and the reaction mixture was then left to stand overnight. The re... The product is CC(C)(C)c1ccc(O)c(C(=O)C2CCCCC2)c1. Starting materials: Br, CC(=O)O, COc1ccc(C(C)(C)C)cc1C(=O)C1CCCCC1, I. RXN SMILES: [BrH:22].[CH3:23][C:24](=[O:25])[OH:26].[CH:1]1([C:7](=[O:8])[c:9]2[c:10]([O:19][CH3:20])[cH:11][cH:12][c:13]([C:15]([CH3:16])([CH3:17])[CH3:18])[cH:14]2)[CH2:2][CH2:3][CH2:4][CH2:5][CH2:6]1.[IH:21]>>[CH:1]1([C:7](=[O:8])[c:9]2[c:10]([OH:19])[cH:11][cH:12][c:13]([C:15]([CH3:16])([CH3:17])[CH3:18])[cH:14]2)[CH2:2][CH2:3][CH2:4][CH2:5][CH2:6]1.